From a dataset of the Open Reaction Database (ORD), a public repository of structured organic reaction records. describe an organic reaction: reactants, conditions, products, and yield Reactants: C1(=CC=CC=C1)C1=NSC(O1)=O (5-phenyl-1,3,4-oxathiazol-2-one), C(=O)=O (CO2), C(#CC(=O)OC)C(=O)OC (dimethyl acetylenedicarboxylate). Run in ClC1=CC=CC=C1 (chlorobenzene). The product is C1(=CC=CC=C1)C1=NSC(=C1C(=O)OC)C(=O)OC (Dimethyl 3-Phenyl-4,5-Isothiazoledicarboxylate). Isolated yield 61.6%. As a reaction SMILES: [C:1]1([C:7]2OC(=O)[S:9][N:8]=2)[CH:6]=[CH:5][CH:4]=[CH:3][CH:2]=1.[C:13]([C:19]([O:21][CH3:22])=[O:20])#[C:14][C:15]([O:17][CH3:18])=[O:16].C(=O)=O>ClC1C=CC=CC=1>[C:1]1([C:7]2[C:14]([C:15]([O:17][CH3:18])=[O:16])=[C:13]([C:19]([O:21][CH3:22])=[O:20])[S:9][N:8]=2)[CH:6]=[CH:5][CH:4]=[CH:3][CH:2]=1. Procedure details: A solution of 412.2 g (2.3 mol) of 5-phenyl-1,3,4-oxathiazol-2-one, 662.7 g (4.66 mol) of dimethyl acetylenedicarboxylate, and 1 l. of chlorobenzene was heated at 135° for 6.5 hours, at which time CO2 evolution became very slow. Infrared and gas chromatography assays also indicated that the reaction was complete. The reaction mixture was concentrated under vacuum to 0.2 mm and 90°. The 680 g of pot residue was crystallized from about 700 ml of methanol to give 393 g of solid dimethyl 3-phenyl-4,... Starting materials: CC(C=C)=O (but-3-en-2-one), BrC=1C(=NC=C(C(=O)NC2=CC=C(C=C2)OC(F)(F)F)C1)N1C[C@@H](CC1)O ((R)-5-Bromo-6-(3-hydroxypyrrolidin-1-yl)-N-(4-(trifluoromethoxy)phenyl)nicotinamide), C1(=C(C=CC=C1)P(C1=C(C=CC=C1)C)C1=C(C=CC=C1)C)C (tri-o-tolylphosphine), CC(C=C)=O (but-3-en-2-one), TEA. The reagents and catalysts are CC(=O)[O-].CC(=O)[O-].[Pd+2] (Pd(OAc)2). Run in O (water). Run at temperature 130 celsius, time 6 hour. Yields the product O[C@H]1CN(CC1)C1=NC=C(C(=O)NC2=CC=C(C=C2)OC(F)(F)F)C=C1\C=C\C(C)=O ((R,E)-6-(3-Hydroxypyrrolidin-1-yl)-5-(3-oxobut-1-en-1-yl)-N-(4-(trifluoromethoxy)phenyl)nicotinamide). Reaction SMILES: Br[C:2]1[C:3]([N:22]2[CH2:26][CH2:25][C@@H:24]([OH:27])[CH2:23]2)=[N:4][CH:5]=[C:6]([CH:21]=1)[C:7]([NH:9][C:10]1[CH:15]=[CH:14][C:13]([O:16][C:17]([F:20])([F:19])[F:18])=[CH:12][CH:11]=1)=[O:8].C1(C)C=CC=CC=1P(C1C=CC=CC=1C)C1C=CC=CC=1C.[CH3:50][C:51](=[O:54])[CH:52]=[CH2:53]>CC([O-])=O.CC([O-])=O.[Pd+2].O>[OH:27][C@@H:24]1[CH2:25][CH2:26][N:22]([C:3]2[C:2](/[CH:53]=[CH:52]/[C:51](=[O:54])[CH3:50])=[CH:21][C:6]([C:7]([NH:9][C:10]3[CH:15]=[CH:14][C:13]([O:16][C:17]([F:20])([F:19])[F:18])=[CH:12][CH:11]=3)=[O:8])=[CH:5][N:4]=2)[CH2:23]1 |f:3.4.5|. Procedure details: (R)-5-Bromo-6-(3-hydroxypyrrolidin-1-yl)-N-(4-(trifluoromethoxy)phenyl)nicotinamide (Stage 2.2, 250 mg, 0.560 mmol), Pd(OAc)2 (3.77 mg, 0.017 mmol), tri-o-tolylphosphine (20.46 mg, 0.067 mmol), but-3-en-2-one (55.1 μL, 0.672 mmol) and TEA (102 μL, 0.728 mmol) were added to a MW vial, which was sealed and purged with argon. DMF (1.87 mL) was added and the RM was stirred at 130° C. for 6 h. Additional but-3-en-2-one (22.96 μL, 0.280 mmol) was then added and mixture was stirred at 130° C. for 16 h.... Starting materials: C(C)(C)(C)OC(=O)N1CC(C1)OC=1C=NC=CC1 (3-(1-t-butoxycarbonyl-3-azetidinyloxy)-pyridine), solution, C(=O)(C(F)(F)F)O (TFA). Solvent: C(Cl)Cl (CH2Cl2). Run at time 50 minute. Yields the product N1CC(C1)OC=1C=NC=CC1 (3-(3-Azetidinyloxy)-pyridine). The yield is 64.5%. As a reaction SMILES: C(OC([N:8]1[CH2:11][CH:10]([O:12][C:13]2[CH:14]=[N:15][CH:16]=[CH:17][CH:18]=2)[CH2:9]1)=O)(C)(C)C.C(O)(C(F)(F)F)=O>C(Cl)Cl>[NH:8]1[CH2:9][CH:10]([O:12][C:13]2[CH:14]=[N:15][CH:16]=[CH:17][CH:18]=2)[CH2:11]1. Procedure details: To 160 mg (0.64 mmol) of 3-(1-t-butoxycarbonyl-3-azetidinyloxy)-pyridine was added 6 mL of solution containing 3 mL of TFA and 3 mL of CH2Cl2 at ice-bath temperature. The reaction solution was slowly warmed to room temperature and allowed to stir 50 min at room temperature. After 50 min, solvents were removed in vacuo and the crude product was purified by flash chromatography (9:1:0.05, CHCl3:MeOH:conc. NH4OH) to obtain 62 mg (67%) of a white solid: 1H NMR (300 MHz, CD3OD) δ8.23 (2H, br s), 7.38... Reactants: NCCC(=O)O (beta-alanine), [N+](=O)([O-])C1=C(C=CC(=C1)[N+](=O)[O-])F (2,4-dinitrofluorobenzene). Solvent: C(=O)(O)[O-].[Na+] (NaHCO3), C(C)O (ethanol). Run at time 2 hour. Product: [N+](=O)([O-])C1=C(C=CC(=C1)[N+](=O)[O-])NCCC(=O)O (3-(2',4'-Dinitrophenylamino) propionic acid). Isolated yield 56.5%. As a reaction SMILES: [NH2:1][CH2:2][CH2:3][C:4]([OH:6])=[O:5].[N+:7]([C:10]1[CH:15]=[C:14]([N+:16]([O-:18])=[O:17])[CH:13]=[CH:12][C:11]=1F)([O-:9])=[O:8]>C([O-])(O)=O.[Na+].C(O)C>[N+:7]([C:10]1[CH:15]=[C:14]([N+:16]([O-:18])=[O:17])[CH:13]=[CH:12][C:11]=1[NH:1][CH2:2][CH2:3][C:4]([OH:6])=[O:5])([O-:9])=[O:8] |f:2.3|. Reported procedure: To a solution of beta-alanine (1.0 g, 11.1 mmole) in 50 ml of 1M NaHCO3 was added 2,4-dinitrofluorobenzene (10.4 g, 56 mmole) in 100 ml of ethanol. The reaction mixture was stirred at room temperature for 2 hours and evaporated to remove the volatile in vacuo. The residue was transferred to a separatory funnel with water and washed twice with ethyl ether. The aqueous layer was acidified with 1N HCl until precipitation was complete. The mixture was filtered and the wet cake washed with ether. Thi...